Dataset: the Open Reaction Database (ORD), a public repository of structured organic reaction records. Task: describe an organic reaction: reactants, conditions, products, and yield Starting materials: COC=1C=C(N)C=CC1N1N=C(N=C1)C (3-methoxy-4-(3-methyl-1H-1,2,4-triazol-1-yl)aniline), C(=S)(N1C(C=CC=C1)=O)N1C(C=CC=C1)=O (1,1′-thiocarbonyldipyridin-2(1H)-one), ( 3 ). The solvent is ClCCl (Dichloromethane). Reaction conditions: time 24 hour. Product: N(=C=S)C1=CC(=C(C=C1)N1N=C(N=C1)C)OC (1-(4-isothiocyanato-2-methoxyphenyl)-3-methyl-1H-1,2,4-triazole). Isolated yield 81.1%. As a reaction SMILES: [CH3:1][O:2][C:3]1[CH:4]=[C:5]([CH:7]=[CH:8][C:9]=1[N:10]1[CH:14]=[N:13][C:12]([CH3:15])=[N:11]1)[NH2:6].[C:16](N1C=CC=CC1=O)(N1C=CC=CC1=O)=[S:17]>ClCCl>[N:6]([C:5]1[CH:7]=[CH:8][C:9]([N:10]2[CH:14]=[N:13][C:12]([CH3:15])=[N:11]2)=[C:3]([O:2][CH3:1])[CH:4]=1)=[C:16]=[S:17]. Procedure details: Step F (3): Dichloromethane (125 mL) was added to a flask charged with 3-methoxy-4-(3-methyl-1H-1,2,4-triazol-1-yl)aniline (4.00 g, 19.59 mmol) and 1,1′-thiocarbonyldipyridin-2(1H)-one (4.55 g, 19.59 mmol). The resulting mixture was stirred for 24 h at rt. The crude reaction mixture was concentrated and the crude products were purified using silica gel chromatography (0-5% EtOAc/chloroform) linear gradient to afford 1-(4-isothiocyanato-2-methoxyphenyl)-3-methyl-1H-1,2,4-triazole (3.91 g, 15.88 m... Reactants: C1CCOC1, S=C=S, NCCN1CCC(Cc2nc3ccccc3n2Cc2ccccc2)CC1. Product: S=C=NCCN1CCC(Cc2nc3ccccc3n2Cc2ccccc2)CC1. Reaction SMILES: [O:30]1[CH2:31][CH2:32][CH2:33][CH2:34]1.[S:1]=[C:2]=[S:3].[c:4]1([CH2:10][n:11]2[c:12]([CH2:20][CH:21]3[CH2:22][CH2:23][N:24]([CH2:27][CH2:28][NH2:29])[CH2:25][CH2:26]3)[n:13][c:14]3[c:15]2[cH:16][cH:17][cH:18][cH:19]3)[cH:5][cH:6][cH:7][cH:8][cH:9]1>>[C:2](=[S:3])=[N:29][CH2:28][CH2:27][N:24]1[CH2:23][CH2:22][CH:21]([CH2:20][c:12]2[n:11]([CH2:10][c:4]3[cH:5][cH:6][cH:7][cH:8][cH:9]3)[c:15]3[c:14]([n:13]2)[cH:19][cH:18][cH:17][cH:16]3)[CH2:26][CH2:25]1. Reactants: OC1=C(C2=C(C(=NO2)C(F)(F)F)C=C1)CCC (6-hydroxy-7-propyl-3-(trifluoromethyl)-1,2-benzisoxazole), [Si](C)(C)(C(C)(C)C)OCC1C(CCCC1)O (2-({tert-butyl(dimethyl)silyloxy}methyl)-cyclohexanol), C1(=CC=CC=C1)P(C1=CC=CC=C1)C1=CC=CC=C1 (triphenylphosphine), CC(C)OC(=O)/N=N/C(=O)OC(C)C (Diisopropylazodicarboxylate). The solvent is benzenes. Reaction conditions: time 8 hour. Product: [Si](C)(C)(C(C)(C)C)OC[C@@H]1[C@@H](CCCC1)OC1=C(C2=C(C(=NO2)C(F)(F)F)C=C1)CCC (6-{[cis-2-({[tert-butyl(dimethyl)silyl]oxy}methyl)-cyclohexyl]oxy}-7-propyl-3-(trifluoromethyl)-1,2-benzisoxazole). RXN SMILES: [OH:1][C:2]1[CH:14]=[CH:13][C:5]2[C:6]([C:9]([F:12])([F:11])[F:10])=[N:7][O:8][C:4]=2[C:3]=1[CH2:15][CH2:16][CH3:17].[Si:18]([O:25][CH2:26][CH:27]1[CH2:32][CH2:31][CH2:30][CH2:29][CH:28]1O)([C:21]([CH3:24])([CH3:23])[CH3:22])([CH3:20])[CH3:19].C1(P(C2C=CC=CC=2)C2C=CC=CC=2)C=CC=CC=1.CC(OC(/N=N/C(OC(C)C)=O)=O)C>>[Si:18]([O:25][CH2:26][C@H:27]1[CH2:28][CH2:29][CH2:30][CH2:31][C@H:32]1[O:1][C:2]1[CH:14]=[CH:13][C:5]2[C:6]([C:9]([F:12])([F:11])[F:10])=[N:7][O:8][C:4]=2[C:3]=1[CH2:15][CH2:16][CH3:17])([C:21]([CH3:24])([CH3:23])[CH3:22])([CH3:20])[CH3:19]. Procedure details: A mixture of 6-hydroxy-7-propyl-3-(trifluoromethyl)-1,2-benzisoxazole (730 mg, 2.98 mmol), 2-({tert-butyl(dimethyl)silyloxy}methyl)-cyclohexanol (800 mg, 3.28 mmol) from this Example step 1, and triphenylphosphine (1.02 g, 3.874 mmol) was dissolved in dry benzenes (16 mL). Diisopropylazodicarboxylate (0.78 mL, 3.874 mmol) was added dropwise. The reaction mixture was stirred at room temperature overnight. The solvent was evaporated in vacuo and the residue purified by chromatography on silica gel... Product: CCOC(=O)c1cnc(SC)nc1N. RXN SMILES: [CH3:17][CH2:18][OH:19].[Cl:3][c:4]1[n:5][c:6]([S:15][CH3:16])[n:7][cH:8][c:9]1[C:10](=[O:11])[O:12][CH2:13][CH3:14].[NH4+:2].[OH-:1]>>[NH2:2][c:4]1[n:5][c:6]([S:15][CH3:16])[n:7][cH:8][c:9]1[C:10](=[O:11])[O:12][CH2:13][CH3:14]. The reactants are CCO, CCOC(=O)c1cnc(SC)nc1Cl, [NH4+], [OH-]. Starting materials: C(=O)O.C(C)OCC=1C=C(C(=C(C1)NC(=O)C=1C=C2C(=NNC(C2=CC1)=O)Cl)C)NCCN1CCCC1 (4-chloro-1-oxo-1,2-dihydro-phthalazine-6-carboxylic acid [5-ethoxymethyl-2-methyl-3-(2-pyrrolidin-1-yl-ethylamino)-phenyl]-amide formic acid salt). Reagents/catalysts: Cl (HCl), [Pd] (Pd/C). Solvent: CO (MeOH). Reaction conditions: time 2.5 hour. Yields the product C(C)OCC=1C=C(C(=C(C1)NC(=O)C=1C=C2C=NNC(C2=CC1)=O)C)NCCN1CCCC1 (1-oxo-1,2-dihydro-phthalazine-6-carboxylic acid [5-ethoxymethyl-2-methyl-3-(2-pyrrolidin-1-yl-ethylamino)-phenyl]-amide). The yield is 92.0%. Reaction SMILES: C(O)=O.[CH2:4]([O:6][CH2:7][C:8]1[CH:9]=[C:10]([NH:30][CH2:31][CH2:32][N:33]2[CH2:37][CH2:36][CH2:35][CH2:34]2)[C:11]([CH3:29])=[C:12]([NH:14][C:15]([C:17]2[CH:18]=[C:19]3[C:24](=[CH:25][CH:26]=2)[C:23](=[O:27])[NH:22][N:21]=[C:20]3Cl)=[O:16])[CH:13]=1)[CH3:5]>Cl.[Pd].CO>[CH2:4]([O:6][CH2:7][C:8]1[CH:9]=[C:10]([NH:30][CH2:31][CH2:32][N:33]2[CH2:37][CH2:36][CH2:35][CH2:34]2)[C:11]([CH3:29])=[C:12]([NH:14][C:15]([C:17]2[CH:18]=[C:19]3[C:24](=[CH:25][CH:26]=2)[C:23](=[O:27])[NH:22][N:21]=[CH:20]3)=[O:16])[CH:13]=1)[CH3:5] |f:0.1|. Procedure: A mixture of 4-chloro-1-oxo-1,2-dihydro-phthalazine-6-carboxylic acid [5-ethoxymethyl-2-methyl-3-(2-pyrrolidin-1-yl-ethylamino)-phenyl]-amide formic acid salt (55 mg, 0.104 mmol), 10% wet Pd/C (catalytic), 1 drop of conc. HCl and MeOH (4 mL) was evacuated and flushed (×3) with hydrogen. The reaction was stirred under a hydrogen balloon for 2.5 h. The reaction was filtered through celite, rinsed with MeOH and concentrated to yield 1-oxo-1,2-dihydro-phthalazine-6-carboxylic acid [5-ethoxymethyl-2-... The reactants are BrC=1C=CC(=C(O[C@@H](C(=O)OC)C)C1)[N+](=O)[O-] ((R)-methyl 2-(5-bromo-2-nitrophenoxy)propanoate). The reagents and catalysts are [Fe] (Iron). Solvent: C(C)(=O)O (acetic acid), C(C)(=O)OCC (ethyl acetate). Product: BrC=1C=CC2=C(O[C@@H](C(N2)=O)C)C1 ((R)-7-bromo-2-methyl-2H-benzo[b][1,4]oxazin-3(4H)-one). Yield: 96.0%. RXN SMILES: [Br:1][C:2]1[CH:3]=[CH:4][C:5]([N+:15]([O-])=O)=[C:6]([CH:14]=1)[O:7][C@H:8]([CH3:13])[C:9](OC)=[O:10]>C(O)(=O)C.C(OCC)(=O)C.[Fe]>[Br:1][C:2]1[CH:3]=[CH:4][C:5]2[NH:15][C:9](=[O:10])[C@@H:8]([CH3:13])[O:7][C:6]=2[CH:14]=1. Reported procedure: Iron powder (1.91 g, 34.15 mmol) and (R)-methyl 2-(5-bromo-2-nitrophenoxy)propanoate (R)-A-16 (525.0 mg, 1.71 mmol) were heated at 50° C. in glacial acetic acid (10.5 mL) for 5 h. The reaction mixture was cooled to room temperature, diluted with ethyl acetate (80 mL), filtered over a pad of celite, and rinsed with ethyl acetate (80 mL). The filtrate was successively washed with water (2×30 mL), a saturated aqueous solution of sodium bicarbonate (40 mL), then dried over anhydrous magnesium sulfat... Starting materials: CCOC(C)=O, CC(C)=C(Cl)N(C)C, ClCCl, CC(COC(F)F)Oc1cc(Oc2cnc(C(=O)N3CCC3)cn2)cc(C(=O)O)c1, CC(C)(C)OC(=O)n1ccc(N)n1, O, c1ccncc1. The product is CC(COC(F)F)Oc1cc(Oc2cnc(C(=O)N3CCC3)cn2)cc(C(=O)Nc2ccn(C(=O)OC(C)(C)C)n2)c1. As a reaction SMILES: [CH3:62][CH2:63][O:64][C:65](=[O:66])[CH3:67].[Cl:1][C:2]([N:3]([CH3:4])[CH3:5])=[C:6]([CH3:7])[CH3:8].[Cl:58][CH2:59][Cl:60].[N:9]1([C:13](=[O:14])[c:15]2[n:16][cH:17][c:18]([O:21][c:22]3[cH:23][c:24]([C:25](=[O:26])[OH:27])[cH:28][c:29]([O:31][CH:32]([CH2:33][O:34][CH:35]([F:36])[F:37])[CH3:38])[cH:30]3)[n:19][cH:20]2)[CH2:10][CH2:11][CH2:12]1.[NH2:39][c:40]1[n:41][n:42]([C:45](=[O:46])[O:47][C:48]([CH3:49])([CH3:50])[CH3:51])[cH:43][cH:44]1.[OH2:61].[cH:52]1[cH:53][cH:54][n:55][cH:56][cH:57]1>>[N:9]1([C:13](=[O:14])[c:15]2[n:16][cH:17][c:18]([O:21][c:22]3[cH:23][c:24]([C:25](=[O:26])[NH:39][c:40]4[n:41][n:42]([C:45](=[O:46])[O:47][C:48]([CH3:49])([CH3:50])[CH3:51])[cH:43][cH:44]4)[cH:28][c:29]([O:31][CH:32]([CH2:33][O:34][CH:35]([F:36])[F:37])[CH3:38])[cH:30]3)[n:19][cH:20]2)[CH2:10][CH2:11][CH2:12]1. Starting materials: C(CCC)[Li] (n-butyl lithium), BrC1=CC=CC2=CC3=CC=CC=C3C=C12 (bromoanthracene), C1=CC=C(C=C1)S(=O)(=O)N(F)S(=O)(=O)C2=CC=CC=C2 (N-fluorobenzenesulfonimide). The solvent is O1CCCC1 (tetrahydrofuran), C(C)OCC (diethyl ether). Reaction conditions: temperature 0 celsius, time 1 hour. Yields the product FC1=CC=CC2=CC3=CC=CC=C3C=C12 (Fluoroanthracene). Isolated yield 76.0%. Reaction SMILES: C([Li])CCC.Br[C:7]1[C:20]2[C:11](=[CH:12][C:13]3[C:18]([CH:19]=2)=[CH:17][CH:16]=[CH:15][CH:14]=3)[CH:10]=[CH:9][CH:8]=1.C1C=CC(S(N(S(C2C=CC=CC=2)(=O)=O)[F:31])(=O)=O)=CC=1>C(OCC)C.O1CCCC1>[F:31][C:7]1[C:20]2[C:11](=[CH:12][C:13]3[C:18]([CH:19]=2)=[CH:17][CH:16]=[CH:15][CH:14]=3)[CH:10]=[CH:9][CH:8]=1. Procedure: 1.2 millimoles n-butyl lithium were dropped into a solution of 1 millimole bromoanthracene in 5 milliliters diethyl ether at 5° C. The solution was cooled to 0° C, was stirred for 1 hour, and then was cooled further to -78° C.; 1.2 millimoles N-fluorobenzenesulfonimide prepared according to Example 1 above in 5 milliliters tetrahydrofuran were dropped into the mixture which was stirred for 1 hour. The temperature was allowed to rise to 20° C. while stirring was continued. The reaction mixture wa...